This data is from the Open Reaction Database (ORD), a public repository of structured organic reaction records. The task is: describe an organic reaction: reactants, conditions, products, and yield Yields the product Cl.Cl.CC1=NC=C(C(=N1)N)CN1CC2=CC=C(C=C2CC1)C1=CC=CC=C1 (2-methyl-5-(6-phenyl-3,4-dihydro-1H-isoquinolin-2-ylmethyl)-pyrimidin-4-ylamine dihydrochloride). Procedure: A solution of 0.177 g (0.00053 mol) of 2-methyl-5-(6-phenyl-3,4-dihydro-1H-isoquinolin-2-ylmethyl )-pyrimidin-4-ylamine in 20 ml of ethanol was treated with 0.15 ml (0.000525 mol) of 3.5N ethanolic hydrochloric acid. The solution was completely freed from the solvents and the residue was recrystallized from ethanol/diethyl ether. 0.10 g (47%) of 2-methyl-5-(6-phenyl-3,4-dihydro-1H-isoquinolin-2-ylmethyl)-pyrimidin-4-ylamine dihydrochloride was obtained as white crystals; m.p. 212°-214°. As a reaction SMILES: [CH3:1][C:2]1[N:7]=[C:6]([NH2:8])[C:5]([CH2:9][N:10]2[CH2:19][CH2:18][C:17]3[C:12](=[CH:13][CH:14]=[C:15]([C:20]4[CH:25]=[CH:24][CH:23]=[CH:22][CH:21]=4)[CH:16]=3)[CH2:11]2)=[CH:4][N:3]=1.[ClH:26]>C(O)C>[ClH:26].[ClH:26].[CH3:1][C:2]1[N:7]=[C:6]([NH2:8])[C:5]([CH2:9][N:10]2[CH2:19][CH2:18][C:17]3[C:12](=[CH:13][CH:14]=[C:15]([C:20]4[CH:25]=[CH:24][CH:23]=[CH:22][CH:21]=4)[CH:16]=3)[CH2:11]2)=[CH:4][N:3]=1 |f:3.4.5|. The reactants are CC1=NC=C(C(=N1)N)CN1CC2=CC=C(C=C2CC1)C1=CC=CC=C1 (2-methyl-5-(6-phenyl-3,4-dihydro-1H-isoquinolin-2-ylmethyl )-pyrimidin-4-ylamine), Cl (hydrochloric acid). Yield: 94.4%. The solvent is C(C)O (ethanol). The reactants are C([O-])([O-])=O.[Na+].[Na+] (sodium carbonate), O1COC2=C1C=CC(=C2)B(O)O (benzo[1,3]dioxol-5-yl-boronic acid), C(C)OC(CCCOC1=C(C(=CC=C1)CCCCCCOC1=CC(=CC(=C1)C1=CSC=C1)I)CCC(=O)OCC)=O (4-{3-[6-(3-iodo-5-thiophen-3-yl-phenoxy)-hexyl]-2-(2-ethoxycarbonyl-ethyl)-phenoxy}-butyric acid ethyl ester). Reagents/catalysts: C=1C=CC(=CC1)[P](C=2C=CC=CC2)(C=3C=CC=CC3)[Pd]([P](C=4C=CC=CC4)(C=5C=CC=CC5)C=6C=CC=CC6)([P](C=7C=CC=CC7)(C=8C=CC=CC8)C=9C=CC=CC9)[P](C=1C=CC=CC1)(C=1C=CC=CC1)C=1C=CC=CC1 (tetrakis(triphenylphosphine)palladium(0)). Run in O (water), C(C)(=O)OCC (ethyl acetate), C(C)O (ethanol), C(OC)COC (dimethoxyethane), O (water). Conditions: temperature 80 celsius, time 5 minute. The product is C(C)OC(CCCOC1=C(C(=CC=C1)CCCCCCOC1=CC(=CC(=C1)C1=CSC=C1)C1=CC2=C(OCO2)C=C1)CCC(=O)OCC)=O (4-{3-[6-(3-benzo[1,3]dioxol-5-yl-5-thiophen-3-yl-phenoxy)-hexyl]-2-(2-ethoxycarbonyl-ethyl)-phenoxy}-butyric acid ethyl ester). Isolated yield 53.5%. Reaction SMILES: [CH2:1]([O:3][C:4](=[O:41])[CH2:5][CH2:6][CH2:7][O:8][C:9]1[CH:14]=[CH:13][CH:12]=[C:11]([CH2:15][CH2:16][CH2:17][CH2:18][CH2:19][CH2:20][O:21][C:22]2[CH:27]=[C:26]([C:28]3[CH:32]=[CH:31][S:30][CH:29]=3)[CH:25]=[C:24](I)[CH:23]=2)[C:10]=1[CH2:34][CH2:35][C:36]([O:38][CH2:39][CH3:40])=[O:37])[CH3:2].[O:42]1[C:46]2[CH:47]=[CH:48][C:49](B(O)O)=[CH:50][C:45]=2[O:44][CH2:43]1.C(=O)([O-])[O-].[Na+].[Na+]>C(COC)OC.C(O)C.O.C(OCC)(=O)C.C1C=CC([P]([Pd]([P](C2C=CC=CC=2)(C2C=CC=CC=2)C2C=CC=CC=2)([P](C2C=CC=CC=2)(C2C=CC=CC=2)C2C=CC=CC=2)[P](C2C=CC=CC=2)(C2C=CC=CC=2)C2C=CC=CC=2)(C2C=CC=CC=2)C2C=CC=CC=2)=CC=1>[CH2:1]([O:3][C:4](=[O:41])[CH2:5][CH2:6][CH2:7][O:8][C:9]1[CH:14]=[CH:13][CH:12]=[C:11]([CH2:15][CH2:16][CH2:17][CH2:18][CH2:19][CH2:20][O:21][C:22]2[CH:27]=[C:26]([C:28]3[CH:32]=[CH:31][S:30][CH:29]=3)[CH:25]=[C:24]([C:49]3[CH:48]=[CH:47][C:46]4[O:42][CH2:43][O:44][C:45]=4[CH:50]=3)[CH:23]=2)[C:10]=1[CH2:34][CH2:35][C:36]([O:38][CH2:39][CH3:40])=[O:37])[CH3:2] |f:2.3.4,^1:79,81,100,119|. Procedure details: A solution of 4-{3-[6-(3-iodo-5-thiophen-3-yl-phenoxy)-hexyl]-2-(2-ethoxycarbonyl-ethyl)-phenoxy}-butyric acid ethyl ester (2.13 g, 3.06 mmol) in dimethoxyethane (75 mL) was stirred for 5 minutes at room temperature under nitrogen atmosphere. Then, tetrakis(triphenylphosphine)palladium(0) (1.06 g, 0.92 mmol) was added at room temperature and the resulting light yellow solution was heated to 80° C. and stirred for 5 minutes. At this period, a solution of benzo[1,3]dioxol-5-yl-boronic acid (1.53 g... The product is COC1=NC=CC(=C1)C1=CC=C(C=C1)[C@H](C)N1C(O[C@](CCC1)(C1=CC=CC=C1)CC(=C)C)=O ((S)-3-((S)-1-(4-(2-methoxypyridin-4-yl)phenyl)ethyl)-7-(2-methylallyl)-7-phenyl-1,3-oxazepan-2-one). As a reaction SMILES: Br[C:2]1[CH:7]=[CH:6][C:5]([C@@H:8]([N:10]2[CH2:16][CH2:15][CH2:14][C@:13]([CH2:23][C:24]([CH3:26])=[CH2:25])([C:17]3[CH:22]=[CH:21][CH:20]=[CH:19][CH:18]=3)[O:12][C:11]2=[O:27])[CH3:9])=[CH:4][CH:3]=1.[CH3:28][O:29][C:30]1[CH:35]=[C:34](B2OC(C)(C)C(C)(C)O2)[CH:33]=[CH:32][N:31]=1>C1C=CC(P(C2C=CC=CC=2)[C-]2C=CC=C2)=CC=1.C1C=CC(P(C2C=CC=CC=2)[C-]2C=CC=C2)=CC=1.Cl[Pd]Cl.[Fe+2]>[CH3:28][O:29][C:30]1[CH:35]=[C:34]([C:2]2[CH:3]=[CH:4][C:5]([C@@H:8]([N:10]3[CH2:16][CH2:15][CH2:14][C@:13]([CH2:23][C:24]([CH3:26])=[CH2:25])([C:17]4[CH:18]=[CH:19][CH:20]=[CH:21][CH:22]=4)[O:12][C:11]3=[O:27])[CH3:9])=[CH:6][CH:7]=2)[CH:33]=[CH:32][N:31]=1 |f:2.3.4.5|. Reactants: BrC1=CC=C(C=C1)[C@H](C)N1C(O[C@](CCC1)(C1=CC=CC=C1)CC(=C)C)=O ((S)-3-((S)-1-(4-bromophenyl)ethyl)-7-(2-methylallyl)-7-phenyl-1,3-oxazepan-2-one), COC1=NC=CC(=C1)B1OC(C(O1)(C)C)(C)C (2-methoxy-4-(4,4,5,5-tetramethyl-1,3,2-dioxaborolan-2-yl)pyridine). The reagents and catalysts are C1=CC=C(C=C1)P([C-]2C=CC=C2)C3=CC=CC=C3.C1=CC=C(C=C1)P([C-]2C=CC=C2)C3=CC=CC=C3.Cl[Pd]Cl.[Fe+2] (PdCl2(dppf)). Procedure details: (S)-3-((S)-1-(4-(2-methoxypyridin-4-yl)phenyl)ethyl)-7-(2-methylallyl)-7-phenyl-1,3-oxazepan-2-one was prepared from (S)-3-((S)-1-(4-bromophenyl)ethyl)-7-(2-methylallyl)-7-phenyl-1,3-oxazepan-2-one and 2-methoxy-4-(4,4,5,5-tetramethyl-1,3,2-dioxaborolan-2-yl)pyridine following conditions analogous to those described in Example 6 using PdCl2(dppf) as catalyst. tR=2.25 min, m/z 457 (M+1). 1H NMR (CD3OD) δ 8.08 (t, 1H), 7.50-7.27 (m, 7H), 7.11 (t, 1H), 6.92 (d, 1H), 6.86 (t, 2H), 5.13 (m, 1H), 4.71... Reactants: O=C([O-])[O-], Cc1ncccc1N, ClC(Cl)Cl, O=C(C=Cc1ccccc1)C=Cc1ccccc1, [Cs+], [Cs+], Cc1nc(C(=O)Nc2ccc(F)cn2)c(Br)s1, C1COCCO1, [Pd], CC1(C)c2cccc(P(c3ccccc3)c3ccccc3)c2Oc2c(P(c3ccccc3)c3ccccc3)cccc21. The product is Cc1nc(C(=O)Nc2ccc(F)cn2)c(Nc2cccnc2C)s1. RXN SMILES: [C:68](=[O:69])([O-:70])[O-:71].[CH3:18][c:19]1[n:20][cH:21][cH:22][cH:23][c:24]1[NH2:25].[CH:80]([Cl:81])([Cl:82])[Cl:83].[CH:84](=[CH:85][C:86]([CH:87]=[CH:88][c:89]1[cH:90][cH:91][cH:92][cH:93][cH:94]1)=[O:95])[c:96]1[cH:97][cH:98][cH:99][cH:100][cH:101]1.[Cs+:72].[Cs+:73].[F:1][c:2]1[cH:3][cH:4][c:5]([NH:8][C:9](=[O:10])[c:11]2[n:12][c:13]([CH3:17])[s:14][c:15]2[Br:16])[n:6][cH:7]1.[O:74]1[CH2:75][CH2:76][O:77][CH2:78][CH2:79]1.[Pd:102].[c:26]1([P:27]([c:28]2[cH:29][cH:30][cH:31][cH:32][cH:33]2)[c:34]2[c:35]3[c:59]([cH:60][cH:61][cH:62]2)[C:56]([CH3:57])([CH3:58])[c:38]2[c:37]([c:42]([P:43]([c:44]4[cH:45][cH:46][cH:47][cH:48][cH:49]4)[c:50]4[cH:51][cH:52][cH:53][cH:54][cH:55]4)[cH:41][cH:40][cH:39]2)[O:36]3)[cH:63][cH:64][cH:65][cH:66][cH:67]1>>[F:1][c:2]1[cH:3][cH:4][c:5]([NH:8][C:9](=[O:10])[c:11]2[n:12][c:13]([CH3:17])[s:14][c:15]2[NH:25][c:24]2[c:19]([CH3:18])[n:20][cH:21][cH:22][cH:23]2)[n:6][cH:7]1. The reactants are ClC1=C(C(=O)O)C=CC(=C1C1=CC=CC=C1)S(=O)(=O)C (2-Chloro-3-phenyl-4-methylsulfonylbenzoic acid), C(C(=O)Cl)(=O)Cl (oxalyl chloride), CC(C)(C)N1N=CC=C1O (1-(1,1-dimethylethyl)-5-hydroxypyrazole), C([O-])([O-])=O.[Na+].[Na+] (sodium carbonate). Reagents/catalysts: CN(C=O)C (N,N-dimethylformamide), CC(C#N)(O)C (acetone cyanohydrin). Solvent: O (water), ClCCl (dichloromethane), O (water), ClCCCl (1,2-dichloroethane), C(C)N(CC)CC (triethylamine). Conditions: time 8 hour. Yields the product CC(C)(C)N1N=CC(=C1O)C(C1=C(C(=C(C=C1)S(=O)(=O)C)C1=CC=CC=C1)Cl)=O (1-(1,1-dimethylethyl)-5-hydroxy-4-(2-chloro-4-methylsulfonyl-3-phenylbenzoyl)pyrazole). Reaction SMILES: [Cl:1][C:2]1[C:10]([C:11]2[CH:16]=[CH:15][CH:14]=[CH:13][CH:12]=2)=[C:9]([S:17]([CH3:20])(=[O:19])=[O:18])[CH:8]=[CH:7][C:3]=1[C:4]([OH:6])=O.C(Cl)(=O)C(Cl)=O.[CH3:27][C:28]([N:31]1[C:35]([OH:36])=[CH:34][CH:33]=[N:32]1)([CH3:30])[CH3:29].C(=O)([O-])[O-].[Na+].[Na+]>CN(C)C=O.ClCCCl.O.ClCCl.CC(C)(O)C#N.C(N(CC)CC)C>[CH3:27][C:28]([N:31]1[C:35]([OH:36])=[C:34]([C:4](=[O:6])[C:3]2[CH:7]=[CH:8][C:9]([S:17]([CH3:20])(=[O:19])=[O:18])=[C:10]([C:11]3[CH:16]=[CH:15][CH:14]=[CH:13][CH:12]=3)[C:2]=2[Cl:1])[CH:33]=[N:32]1)([CH3:30])[CH3:29] |f:3.4.5|. Reported procedure: 2-Chloro-3-phenyl-4-methylsulfonylbenzoic acid (750 mg, 2.4 mmol), excess oxalyl chloride, and a few drops of N,N-dimethylformamide were dissolved in 1,2-dichloroethane and the mixture was allowed to react with stirring overnight. The mixture was then concentrated by evaporation under reduced pressure. The residue was taken up in about 10 mL of dichloromethane and the resulting solution was cooled with an ice bath. To this was added 410 mg (2.9 mmol) of 1-(1,1-dimethylethyl)-5-hydroxypyrazole an... Reactants: [BH4-], CC(C)(C)OC(=O)C1CC2(c3ccccc3)C(=O)CCC1N2Cc1ccccc1, C1CCOC1, CO, [Na+]. Product: CC(C)(C)OC(=O)C1CC2(c3ccccc3)C(O)CCC1N2Cc1ccccc1. As a reaction SMILES: [BH4-:32].[CH2:1]([c:2]1[cH:3][cH:4][cH:5][cH:6][cH:7]1)[N:8]1[C:9]2([c:24]3[cH:25][cH:26][cH:27][cH:28][cH:29]3)[C:10](=[O:23])[CH2:11][CH2:12][CH:13]1[CH:14]([C:16](=[O:17])[O:18][C:19]([CH3:20])([CH3:21])[CH3:22])[CH2:15]2.[CH2:34]1[O:35][CH2:36][CH2:37][CH2:38]1.[CH3:30][OH:31].[Na+:33]>>[CH2:1]([c:2]1[cH:3][cH:4][cH:5][cH:6][cH:7]1)[N:8]1[C:9]2([c:24]3[cH:25][cH:26][cH:27][cH:28][cH:29]3)[CH:10]([OH:23])[CH2:11][CH2:12][CH:13]1[CH:14]([C:16](=[O:17])[O:18][C:19]([CH3:20])([CH3:21])[CH3:22])[CH2:15]2. Reactants: C(C1=CC=CC=C1)ON1C(C2=NC=C3C(=C2C1)C=CN3CC3=C(C=C(C=C3)F)F)=O (2-Benzyloxy-6-(2,4-difluoro-benzyl)-1,6-dihydrodipyrrolo[3,2-d: 3′,4′-b]pyridin-3(2H)-one), C(C1=CC=CC=C1)ON1CC2=NC=C3C(=C2C1)C=CN3 (2-benzyloxy-1,6-dihydrodipyrrolo[3,2-d:3′,4′-b]pyridin), FC1=C(CBr)C=CC(=C1)F (2,4-difluorobenzyl bromide). The product is FC1=C(CN2C=CC3=C4C(=NC=C32)C(N(C4)O)=O)C=CC(=C1)F (6-(2,4-Difluorobenzyl)-2-hydroxy-1,6-dihydrodipyrrolo[3,2-d:3′,4′-b]pyridin-3(2H)-one). Reaction SMILES: C([O:8][N:9]1[CH2:17][C:16]2[C:11](=[N:12][CH:13]=[C:14]3[N:20]([CH2:21][C:22]4[CH:27]=[CH:26][C:25]([F:28])=[CH:24][C:23]=4[F:29])[CH:19]=[CH:18][C:15]3=2)[C:10]1=[O:30])C1C=CC=CC=1.C(ON1CC2C(=NC=C3NC=CC3=2)C1)C1C=CC=CC=1.FC1C=C(F)C=CC=1CBr>>[F:29][C:23]1[CH:24]=[C:25]([F:28])[CH:26]=[CH:27][C:22]=1[CH2:21][N:20]1[C:14]2[C:15](=[C:16]3[CH2:17][N:9]([OH:8])[C:10](=[O:30])[C:11]3=[N:12][CH:13]=2)[CH:18]=[CH:19]1. Reported procedure: 2-Benzyloxy-6-(2,4-difluoro-benzyl)-1,6-dihydrodipyrrolo[3,2-d: 3′,4′-b]pyridin-3(2H)-one. The title compound was prepared by alkylation of 2-benzyloxy-1,6-dihydrodipyrrolo[3,2-d:3′,4′-b]pyridin-3(2H-one with 2,4-difluorobenzyl bromide in a manner similar to step (a) of example 1. 1H NMR (CD3OD) δ; 8.91 (s, 1H), 7.75 (d, 1H, J=3.0 Hz), 7.51–7.54 (m, 2H), 7.38–7.40 (m, 3H), 7.27–7.29 (m, 1H), 7.02–7.05 (m, 1H), 6.93–7.01 (m, 1H), 6.71 (d, 1H, J=3.0 Hz), 5.64 (s, 2H), 5.18 (s, 2H), 4.65 (s, 2H). L...